Dataset: the Open Reaction Database (ORD), a public repository of structured organic reaction records. Task: describe an organic reaction: reactants, conditions, products, and yield The reactants are COc1cc(C(=O)NC2CCN(C)C2)ccc1[N+](=O)[O-], CO. The product is COc1cc(C(=O)NC2CCN(C)C2)ccc1N. RXN SMILES: [CH3:1][O:2][c:3]1[cH:4][c:5]([C:6](=[O:7])[NH:8][CH:9]2[CH2:10][N:11]([CH3:14])[CH2:12][CH2:13]2)[cH:15][cH:16][c:17]1[N+:18]([O-:19])=[O:20].[CH3:21][OH:22]>>[CH3:1][O:2][c:3]1[cH:4][c:5]([C:6](=[O:7])[NH:8][CH:9]2[CH2:10][N:11]([CH3:14])[CH2:12][CH2:13]2)[cH:15][cH:16][c:17]1[NH2:18]. Reactants: NC1=CC=C(C=C1)C1=C(NC2=NC=CC=C21)C(=O)N (3-(4-aminophenyl)-1H-pyrrolo[2,3-b]pyridine-2-carboxamide), FC=1C=C(C=CC1)N=C=O (3-fluorophenyl isocyanate). Yields the product FC=1C=C(C=CC1)NC(NC1=CC=C(C=C1)C1=C(NC2=NC=CC=C21)C(=O)N)=O (3-{4-[3-(3-fluorophenyl)ureido]phenyl}-1H-pyrrolo[2,3-b]pyridine-2-carboxamide). Reaction SMILES: [NH2:1][C:2]1[CH:7]=[CH:6][C:5]([C:8]2[C:16]3[C:11](=[N:12][CH:13]=[CH:14][CH:15]=3)[NH:10][C:9]=2[C:17]([NH2:19])=[O:18])=[CH:4][CH:3]=1.[F:20][C:21]1[CH:22]=[C:23]([N:27]=[C:28]=[O:29])[CH:24]=[CH:25][CH:26]=1>>[F:20][C:21]1[CH:22]=[C:23]([NH:27][C:28](=[O:29])[NH:1][C:2]2[CH:3]=[CH:4][C:5]([C:8]3[C:16]4[C:11](=[N:12][CH:13]=[CH:14][CH:15]=4)[NH:10][C:9]=3[C:17]([NH2:19])=[O:18])=[CH:6][CH:7]=2)[CH:24]=[CH:25][CH:26]=1. Procedure details: 31.5 mg of white lyophilizate 3-{4-[3-(3-fluorophenyl)ureido]phenyl}-1H-pyrrolo[2,3-b]pyridine-2-carboxamide are prepared as described in Example 7 starting with 3-(4-aminophenyl)-1H-pyrrolo[2,3-b]pyridine-2-carboxamide and 3-fluorophenyl isocyanate. Reactants: CO, [O-][I+3]([O-])([O-])[O-], [O-][I+3]([O-])([O-])[O-], [Na+], O, CC12CC(c3ccc(OCCCCCSCc4ccccn4)cc3)C3c4ccc(O)cc4CCC3C1CCC2O. Product: CC12CC(c3ccc(OCCCCCS(=O)Cc4ccccn4)cc3)C3c4ccc(O)cc4CCC3C1CCC2O. As a reaction SMILES: [CH3:53][OH:54].[I+3:1]([O-:2])([O-:3])([O-:4])[O-:5].[I+3:47]([O-:48])([O-:49])([O-:50])[O-:51].[Na+:6].[OH2:52].[n:7]1[c:8]([CH2:13][S:14][CH2:15][CH2:16][CH2:17][CH2:18][CH2:19][O:20][c:21]2[cH:22][cH:23][c:24]([CH:27]3[CH:28]4[c:29]5[cH:30][cH:31][c:32]([OH:46])[cH:33][c:34]5[CH2:35][CH2:36][CH:37]4[CH:38]4[CH2:39][CH2:40][CH:41]([OH:45])[C:42]4([CH3:43])[CH2:44]3)[cH:25][cH:26]2)[cH:9][cH:10][cH:11][cH:12]1>>[n:7]1[c:8]([CH2:13][S:14]([CH2:15][CH2:16][CH2:17][CH2:18][CH2:19][O:20][c:21]2[cH:22][cH:23][c:24]([CH:27]3[CH:28]4[c:29]5[cH:30][cH:31][c:32]([OH:46])[cH:33][c:34]5[CH2:35][CH2:36][CH:37]4[CH:38]4[CH2:39][CH2:40][CH:41]([OH:45])[C:42]4([CH3:43])[CH2:44]3)[cH:25][cH:26]2)=[O:48])[cH:9][cH:10][cH:11][cH:12]1. The reactants are N1=CC=CC=C1 (Pyridine), N1=CC=C(C=C1)N1CCNCC1 (1-(4-pyridyl)piperazine), C(#N)C1=CC=C(C=C1)S(=O)(=O)Cl (4-cyanobenzenesulphonyl chloride). Run in ClCCl (dichloromethane), C(C)N(CC)CC (triethylamine). Reaction conditions: time 4 hour. Product: N1=CC=C(C=C1)N1CCN(CC1)S(=O)(=O)C1=CC=C(C=C1)C#N (1-(4-pyridyl)-4-(4-cyanophenylsulphonyl)piperazine). Isolated yield 47.6%. Reaction SMILES: N1C=CC=CC=1.[N:7]1[CH:12]=[CH:11][C:10]([N:13]2[CH2:18][CH2:17][NH:16][CH2:15][CH2:14]2)=[CH:9][CH:8]=1.[C:19]([C:21]1[CH:26]=[CH:25][C:24]([S:27](Cl)(=[O:29])=[O:28])=[CH:23][CH:22]=1)#[N:20]>ClCCl.C(N(CC)CC)C>[N:7]1[CH:12]=[CH:11][C:10]([N:13]2[CH2:14][CH2:15][N:16]([S:27]([C:24]3[CH:23]=[CH:22][C:21]([C:19]#[N:20])=[CH:26][CH:25]=3)(=[O:29])=[O:28])[CH2:17][CH2:18]2)=[CH:9][CH:8]=1. Procedure details: Pyridine (1 ml) was added to a solution of 1-(4-pyridyl)piperazine (0.33 g) in dry dichloromethane (20 ml) and triethylamine (1 ml) at 5° C. The reaction mixture was treated with 4-cyanobenzenesulphonyl chloride (0.40 g). The reaction mixture was then stirred under argon for 4 hours allowing to warm to room temperature. The dichloromethane solvent was removed by evaporation and the residual pyridine solution poured into aqueous sodium hydrogen carbonate solution and then extracted with ethyl ace... Run at time 16 hour. Isolated yield 70.0%. Yields the product FC1=CC=C(C=C1)N1CN(C(C12CCN(CC2)CCCN2C(C1(C3=CC=CC=C23)CC1)=O)=O)CC=1C=C(C(=O)O)C=CC1 (3-((1-(4-Fluorophenyl)-4-oxo-8-(3-(2′-oxospiro[cyclopropane-1,3′-indoline]-1′-yl)propyl)-1,3,8-triazaspiro[4.5]decan-3-yl)methyl)benzoic acid), hydrogen chloride salt. As a reaction SMILES: [F:1][C:2]1[CH:7]=[CH:6][C:5]([N:8]2[C:12]3([CH2:17][CH2:16][N:15]([CH2:18][CH2:19][CH2:20][N:21]4[C:29]5[C:24](=[CH:25][CH:26]=[CH:27][CH:28]=5)[C:23]5([CH2:31][CH2:30]5)[C:22]4=[O:32])[CH2:14][CH2:13]3)[C:11](=[O:33])[N:10]([CH2:34][C:35]3[CH:36]=[C:37]([CH:45]=[CH:46][CH:47]=3)[C:38]([O:40]C(C)(C)C)=[O:39])[CH2:9]2)=[CH:4][CH:3]=1>C(O)=O>[F:1][C:2]1[CH:3]=[CH:4][C:5]([N:8]2[C:12]3([CH2:13][CH2:14][N:15]([CH2:18][CH2:19][CH2:20][N:21]4[C:29]5[C:24](=[CH:25][CH:26]=[CH:27][CH:28]=5)[C:23]5([CH2:30][CH2:31]5)[C:22]4=[O:32])[CH2:16][CH2:17]3)[C:11](=[O:33])[N:10]([CH2:34][C:35]3[CH:36]=[C:37]([CH:45]=[CH:46][CH:47]=3)[C:38]([OH:40])=[O:39])[CH2:9]2)=[CH:6][CH:7]=1. The solvent is C(=O)O (formic acid). The reactants are FC1=CC=C(C=C1)N1CN(C(C12CCN(CC2)CCCN2C(C1(C3=CC=CC=C23)CC1)=O)=O)CC=1C=C(C(=O)OC(C)(C)C)C=CC1 (tert-butyl 3-((1-(4-fluorophenyl)-4-oxo-8-(3-(2′-oxospiro[cyclopropane-1,3′-indoline]-1′-yl)propyl)-1,3,8-triazaspiro[4.5]decan-3-yl)methyl)benzoate). Procedure: To tert-butyl 3-((1-(4-fluorophenyl)-4-oxo-8-(3-(2′-oxospiro[cyclopropane-1,3′-indoline]-1′-yl)propyl)-1,3,8-triazaspiro[4.5]decan-3-yl)methyl)benzoate (2.84 g, 0.31 mmol, 1 equiv) was added concentrated formic acid. After stirring at room temperature for 16 hours, the reaction mixture was concentrated in vacuo and purified using the Biotage flash chromatography system (SNAP 50 g cartridge, Rf=0.5, gradient—1%-15% methanol in dichloromethane). The pure fractions were evaporated to dryness under ...